From a dataset of the Open Reaction Database (ORD), a public repository of structured organic reaction records. describe an organic reaction: reactants, conditions, products, and yield Reactants: N(=[N+]=[N-])C1=C(C(=C2C(C(=CN(C2=C1Cl)C1=C(C=C(C(=C1)NC(=O)OC(C)(C)C)F)F)C(=O)OCC)=O)C)F (ethyl 7-azido-1-(5-tert-butoxycarbonylamino-2,4-difluorophenyl)-8-chloro-6-fluoro-5-methyl-4-oxo-1,4-dihydroquinoline-3-carboxylate), [H][H] (hydrogen). The reagents and catalysts are [OH-].[Pd+2].[OH-].[C] (Palladium hydroxide carbon). Run in CO (methanol). Product: NC1=C(C(=C2C(C(=CN(C2=C1Cl)C1=C(C=C(C(=C1)NC(=O)OC(C)(C)C)F)F)C(=O)OCC)=O)C)F (Ethyl 7-Amino-1-(5-tert-butoxycarbonylamino-2,4-difluorophenyl)-8-chloro-6-fluoro-5-methyl-4-oxo-1,4-dihydroquinoline-3-carboxylate). Yield: 104.9%. As a reaction SMILES: [N:1]([C:4]1[C:13]([Cl:14])=[C:12]2[C:7]([C:8](=[O:36])[C:9]([C:31]([O:33][CH2:34][CH3:35])=[O:32])=[CH:10][N:11]2[C:15]2[CH:20]=[C:19]([NH:21][C:22]([O:24][C:25]([CH3:28])([CH3:27])[CH3:26])=[O:23])[C:18]([F:29])=[CH:17][C:16]=2[F:30])=[C:6]([CH3:37])[C:5]=1[F:38])=[N+]=[N-].[H][H]>CO.[OH-].[Pd+2].[OH-].[C]>[NH2:1][C:4]1[C:13]([Cl:14])=[C:12]2[C:7]([C:8](=[O:36])[C:9]([C:31]([O:33][CH2:34][CH3:35])=[O:32])=[CH:10][N:11]2[C:15]2[CH:20]=[C:19]([NH:21][C:22]([O:24][C:25]([CH3:26])([CH3:28])[CH3:27])=[O:23])[C:18]([F:29])=[CH:17][C:16]=2[F:30])=[C:6]([CH3:37])[C:5]=1[F:38] |f:3.4.5.6|. Procedure details: Palladium hydroxide-carbon (180 mg) was added to a solution of ethyl 7-azido-1-(5-tert-butoxycarbonylamino-2,4-difluorophenyl)-8-chloro-6-fluoro-5-methyl-4-oxo-1,4-dihydroquinoline-3-carboxylate (1.75 g) in methanol (9 ml), and the mixture was stirred at room temperature for 2.5 hours in a hydrogen atmosphere. The catalyst was removed by filtration through a membrane filter, and the solvent in the filtrate was distilled off under reduced pressure. The residue was subjected to column chromatograp... Reactants: [H-].[Na+] (sodium hydride), BrC=1N=C(NC1Br)C (4,5-Dibromo-2-methylimidazol), C[Si](CCOCCl)(C)C (2-(trimethylsilyl)ethoxymethyl chloride). The solvent is CN(C=O)C (N,N-dimethyl-formamide). Run at time 1 hour. Product: BrC=1N=C(N(C1Br)COCC[Si](C)(C)C)C (4,5-Dibromo-2-methyl-1-(2-(trimethylsilyl)ethoxymethyl)imidazol). Isolated yield 100.3%. Reaction SMILES: [Br:1][C:2]1[N:3]=[C:4]([CH3:8])[NH:5][C:6]=1[Br:7].[H-].[Na+].[CH3:11][Si:12]([CH3:19])([CH3:18])[CH2:13][CH2:14][O:15][CH2:16]Cl>CN(C)C=O>[Br:1][C:2]1[N:3]=[C:4]([CH3:8])[N:5]([CH2:16][O:15][CH2:14][CH2:13][Si:12]([CH3:19])([CH3:18])[CH3:11])[C:6]=1[Br:7] |f:1.2|. Reported procedure: 4,5-Dibromo-2-methylimidazol (4.91 g) was dissolved in N,N-dimethyl-formamide (50 ml) and 60% sodium hydride (901 mg was gradually added under ice-cooling. The mixture was stirred for 1 hr at room temperature, and 2-(trimethylsilyl)ethoxymethyl chloride (3.75 g) was gradually added dropwise under ice-cooling and the mixture was stirred at room temperature overnight. The solvent was evaporated under reduced pressure and ethyl acetate was added to the residue. The residue was washed with a saturat... The reactants are C(#N)CCC(CC(=O)OCC)=O (ethyl 5-cyano-3-oxopentanoate), N (ammonia). Conditions: time 24 hour. Yields the product NC(=CC(=O)OCC)CCC#N (ethyl 3-amino-5-cyano-2-pentenoate). The yield is 95.0%. RXN SMILES: [C:1]([CH2:3][CH2:4][C:5](=O)[CH2:6][C:7]([O:9][CH2:10][CH3:11])=[O:8])#[N:2].[NH3:13]>>[NH2:13][C:5]([CH2:4][CH2:3][C:1]#[N:2])=[CH:6][C:7]([O:9][CH2:10][CH3:11])=[O:8]. Procedure: 3.80 g (22.4 mmol) of ethyl 5-cyano-3-oxopentanoate were taken up in 5 ml of a saturated ethanolic ammonia solution and stirred at room temperature for 24 h. The volatile components were distilled off using a rotary evaporator, giving 3.60 g (95%) of ethyl 3-amino-5-cyano-2-pentenoate. 1H-NMR (300 MHz, DMSO) 1.16 (t, 3H), 2.37 (t, 2H), 2.75 (t, 2H), 3.99 (q, 2H), 4.41 (s, 1H), 6.96 (s, broad, 1H), 7.69 (s, broad, 1H). MS (DCI/NH3): 169 (M+H)+, 186 (M+NH4)+, 337 (2M+H)+. The reactants are C1(=CC=CC=C1)CCCCCOC1=C(C=O)C=CC=C1OC (2-(5-phenylpentyloxy)-3-methoxy-benzaldehyde), C(C)(=O)O (acetic acid), [N+](=O)([O-])C (nitromethane), CN (methylamine), C(C)O (ethanol). Solvent: CO (methanol). Product: C1(=CC=CC=C1)CCCCCOC1=C(C=CC=C1C=C[N+](=O)[O-])OC (2-(5-Phenylpentyloxy)-1-methoxy-3-(2-nitro-vinyl)-benzene). The yield is 49.0%. Reaction SMILES: [C:1]1([CH2:7][CH2:8][CH2:9][CH2:10][CH2:11][O:12][C:13]2[C:20]([O:21][CH3:22])=[CH:19][CH:18]=[CH:17][C:14]=2[CH:15]=O)[CH:6]=[CH:5][CH:4]=[CH:3][CH:2]=1.CN.C(O)C.C(O)(=O)C.[N+:32]([CH3:35])([O-:34])=[O:33]>CO>[C:1]1([CH2:7][CH2:8][CH2:9][CH2:10][CH2:11][O:12][C:13]2[C:14]([CH:15]=[CH:35][N+:32]([O-:34])=[O:33])=[CH:17][CH:18]=[CH:19][C:20]=2[O:21][CH3:22])[CH:6]=[CH:5][CH:4]=[CH:3][CH:2]=1. Procedure details: Operating analogously to example 2 using 2-(5-phenylpentyloxy)-3-methoxy-benzaldehyde (1 g, 3.35 mmoles), obtained as described in example 12, 8.03M methylamine in ethanol (0.088 ml, 0.7035 mmoles), acetic acid (0.04 ml, 0.7035 mmoles) and nitromethane (0.198 ml, 3.685 mmoles) in methanol (5 ml), 0.56 g of the title product was obtained (yield: 49%). Starting materials: BrC1=C(C=C(C=C1C)O)C (4-Bromo-3,5-dimethylphenol), CC(C)(C)OC(=O)/N=N/C(=O)OC(C)(C)C (di-tert-butylazodicarboxylate), C1(=CC=CC=C1)P(C1=CC=CC=C1)C1=CC=CC=C1 (triphenylphosphine), C(C)(C)(C)OC(=O)N1CC(C1)CO (3-hydroxymethylazetidine-1-carboxylic acid tert-butyl ester), A1. Run in ClCCl (dichloromethane). Conditions: time 2 hour. The product is C(C)(C)(C)OC(=O)N1CC(C1)COC1=CC(=C(C(=C1)C)Br)C (3-(4-Bromo-3,5-dimethyl-phenoxymethyl)-azetidine-1-carboxylic acid tert-butyl ester). Reaction SMILES: [Br:1][C:2]1[C:7]([CH3:8])=[CH:6][C:5]([OH:9])=[CH:4][C:3]=1[CH3:10].[C:11]([O:15][C:16]([N:18]1[CH2:21][CH:20]([CH2:22]O)[CH2:19]1)=[O:17])([CH3:14])([CH3:13])[CH3:12].CC(OC(/N=N/C(OC(C)(C)C)=O)=O)(C)C.C1(P(C2C=CC=CC=2)C2C=CC=CC=2)C=CC=CC=1>ClCCl>[C:11]([O:15][C:16]([N:18]1[CH2:21][CH:20]([CH2:22][O:9][C:5]2[CH:6]=[C:7]([CH3:8])[C:2]([Br:1])=[C:3]([CH3:10])[CH:4]=2)[CH2:19]1)=[O:17])([CH3:14])([CH3:12])[CH3:13]. Procedure: 4-Bromo-3,5-dimethylphenol (3.7 g, 18.16 mmol), 3-hydroxymethylazetidine-1-carboxylic acid tert-butyl ester (commercially available, EP1889836 A1, 3.40 g, 18.16 mmol), di-tert-butylazodicarboxylate (4.6 g, 19.97 mmol) and triphenylphosphine (5.24 g, 19.97 mmol) are suspended in dichloromethane (100 mL) and stirred for 2 hours at room temperature. The solvent is removed under vacuum and the residue suspended in diethyl ether, cooled and the precipitate is filtered off. The solvent is removed unde... The reactants are BrCC1=CC=C(CSC2=CC(=C(C=C2)C2=CC=CC=C2)C(F)(F)F)C=C1 (4-(4-bromomethyl-benzylsulfanyl)-2-trifluoromethyl-biphenyl), COC(=O)C1CNC1 (azetidine-3-carboxylic acid methyl ester), CCN(C(C)C)C(C)C (DIEA), hexanes EtOAc, hexanes EtOAc. Yields the product COC(=O)C1CN(C1)CC1=CC=C(C=C1)CSC1=CC(=C(C=C1)C1=CC=CC=C1)C(F)(F)F (1-[4-(2-trifluoromethyl-biphenyl-4-ylsulfanylmethyl)-benzyl]-azetidine-3-carboxylic acid methyl ester). The solvent is C(Cl)Cl (DCM). Reaction SMILES: Br[CH2:2][C:3]1[CH:26]=[CH:25][C:6]([CH2:7][S:8][C:9]2[CH:14]=[CH:13][C:12]([C:15]3[CH:20]=[CH:19][CH:18]=[CH:17][CH:16]=3)=[C:11]([C:21]([F:24])([F:23])[F:22])[CH:10]=2)=[CH:5][CH:4]=1.[CH3:27][O:28][C:29]([CH:31]1[CH2:34][NH:33][CH2:32]1)=[O:30].CCN(C(C)C)C(C)C>C(Cl)Cl>[CH3:27][O:28][C:29]([CH:31]1[CH2:34][N:33]([CH2:2][C:3]2[CH:26]=[CH:25][C:6]([CH2:7][S:8][C:9]3[CH:14]=[CH:13][C:12]([C:15]4[CH:20]=[CH:19][CH:18]=[CH:17][CH:16]=4)=[C:11]([C:21]([F:24])([F:23])[F:22])[CH:10]=3)=[CH:5][CH:4]=2)[CH2:32]1)=[O:30]. Reported procedure: To a solution of 4-(4-bromomethyl-benzylsulfanyl)-2-trifluoromethyl-biphenyl (185 mg, 0.4230 mmol, 1 eq.) in anhydrous DCM (7 mL) is added azetidine-3-carboxylic acid methyl ester (HCl salt, 96 mg, 0.6345 mmol, 1.5 eq.) and DIEA (0.74 mL, 4.230 mmol, 10 eq.). The mixture is stirred at room temperature for 3 h. The reaction mixture is applied directly to silica gel chromatography (gradient from 5:1 hexanes/EtOAc to 1:2 hexanes/EtOAc) to give 1-[4-(2-trifluoromethyl-biphenyl-4-ylsulfanylmethyl)-be... Conditions: time 3 hour.